This data is from the Open Reaction Database (ORD), a public repository of structured organic reaction records. The task is: describe an organic reaction: reactants, conditions, products, and yield Starting materials: COc1cc(Cl)cc(CC(O)CO)c1OCc1ccccc1, COc1cc(Cl)cc(CC(O)COS(=O)(=O)c2ccc(C)cc2)c1OCc1ccccc1, Cl, Cc1ccc(S(=O)(=O)[O-])cc1, Cc1ccc(S(=O)(=O)Cl)cc1, c1ccncc1. Yields the product COc1cc(Cl)cc(CC(O)COS(=O)(=O)c2ccc(C)cc2)c1O. RXN SMILES: [CH2:1]([O:2][c:3]1[c:4]([O:5][CH3:6])[cH:7][c:8]([Cl:9])[cH:10][c:11]1[CH2:12][CH:13]([OH:14])[CH2:15][OH:16])[c:17]1[cH:18][cH:19][cH:20][cH:21][cH:22]1.[CH3:34][c:35]1[cH:36][cH:37][c:38]([S:41](=[O:42])(=[O:43])[O:44][CH2:45][CH:46]([CH2:47][c:48]2[c:49]([O:57][CH2:58][c:59]3[cH:60][cH:61][cH:62][cH:63][cH:64]3)[c:50]([O:55][CH3:56])[cH:51][c:52]([Cl:54])[cH:53]2)[OH:65])[cH:39][cH:40]1.[ClH:77].[O-:66][S:67]([c:68]1[cH:69][cH:70][c:71]([CH3:72])[cH:73][cH:74]1)(=[O:75])=[O:76].[c:23]1([CH3:24])[cH:25][cH:26][c:27]([S:28]([Cl:29])(=[O:30])=[O:31])[cH:32][cH:33]1.[cH:78]1[cH:79][cH:80][n:81][cH:82][cH:83]1>>[CH3:34][c:35]1[cH:36][cH:37][c:38]([S:41](=[O:42])(=[O:43])[O:44][CH2:45][CH:46]([CH2:47][c:48]2[c:49]([OH:57])[c:50]([O:55][CH3:56])[cH:51][c:52]([Cl:54])[cH:53]2)[OH:65])[cH:39][cH:40]1.